From a dataset of the Open Reaction Database (ORD), a public repository of structured organic reaction records. describe an organic reaction: reactants, conditions, products, and yield Reactants: CC(C)(C)C1(CC1)N(C([O-])=O)CC1=C(C(=CC(=C1)CCN)Cl)Cl (1,1-dimethylethyl{[5-(2-aminoethyl)-2,3-dichlorophenyl]methyl}cyclopropylcarbamate), CCN(C(C)C)C(C)C (Hunig's base), ClC(=O)OC (methyl chloroformate), ClCCl (dichloromethane). Run in CCOCC (ether). Yields the product C1(CC1)N(C(OC(C)(C)C)=O)CC1=C(C(=CC(=C1)CCNC(=O)OC)Cl)Cl (1,1-Dimethylethyl cyclopropyl{[2,3-dichloro-5-(2-{[(methyloxy)carbonyl]amino}ethyl)phenyl]methyl}carbamate). RXN SMILES: CC([C:5]1([N:8]([CH2:12][C:13]2[CH:18]=[C:17]([CH2:19][CH2:20][NH2:21])[CH:16]=[C:15]([Cl:22])[C:14]=2[Cl:23])[C:9](=[O:11])[O-:10])[CH2:7][CH2:6]1)(C)C.CCN([CH:30]([CH3:32])[CH3:31])C(C)C.Cl[C:34]([O:36][CH3:37])=[O:35].Cl[CH2:39]Cl>CCOCC>[CH:5]1([N:8]([CH2:12][C:13]2[CH:18]=[C:17]([CH2:19][CH2:20][NH:21][C:34]([O:36][CH3:37])=[O:35])[CH:16]=[C:15]([Cl:22])[C:14]=2[Cl:23])[C:9](=[O:11])[O:10][C:30]([CH3:32])([CH3:39])[CH3:31])[CH2:6][CH2:7]1. Procedure details: To a solution of 1,1-dimethylethyl{[5-(2-aminoethyl)-2,3-dichlorophenyl]methyl}cyclopropylcarbamate (1 eq.) from the previous step in dichloromethane (0.07 M) was added sequentially at 0 Hunig's base (1.2 eq.) and methyl chloroformate. The resulting solution was then allowed to warm slowly to RT over 3 h. The crude reaction mixture was subsequently diluted with ether and washed sequentially with 1 N aq. NaOH, 1 N aq. HCl, water and brine. The ether extract was then dried over Na2SO4, filtered an... Reactants: BrC1=CC=C(C(=C1)C1=CC=CC=C1)C(=O)O (5-bromo-[1,1′-biphenyl]-2-carboxylic acid), O=S(Cl)Cl (SOCl2), CO (MeOH). Run at temperature 70 celsius. Product: BrC1=CC=C(C(=C1)C1=CC=CC=C1)C(=O)OC (methyl 5-bromo-[1,1′-biphenyl]-2-carboxylate). As a reaction SMILES: [Br:1][C:2]1[CH:7]=[C:6]([C:8]2[CH:13]=[CH:12][CH:11]=[CH:10][CH:9]=2)[C:5]([C:14]([OH:16])=[O:15])=[CH:4][CH:3]=1.O=S(Cl)Cl.[CH3:21]O>>[Br:1][C:2]1[CH:7]=[C:6]([C:8]2[CH:13]=[CH:12][CH:11]=[CH:10][CH:9]=2)[C:5]([C:14]([O:16][CH3:21])=[O:15])=[CH:4][CH:3]=1. Procedure details: To a solution of 5-bromo-[1,1′-biphenyl]-2-carboxylic acid (5 g, 18.2 mmol) in MeOH (30 mL) was added SOCl2 (10 mL) dropwise. The reaction mixture was heated to 70° C. for 2 h, then cooled to RT. The mixture was concentrated, adjusted to pH=7-8 with saturated aqueous NaHCO3 and extracted with ethyl acetate. The combined organic layers were washed with brine, dried over Na2SO4, filtered, and concentrated in vacuo and purified by normal phase silica gel column (EtOAc/PE 50:1) to afford methyl 5-br... Reactants: FC1=C(C=C(C=C1)OC)C1=NC(=CC(=N1)O)O (2-(2-Fluoro-5-methoxyphenyl)-4,6-dihydroxypyrimidine), [N+](=O)(O)[O-] (nitric acid). The solvent is C(C)(=O)O (acetic acid), O (water). Reaction conditions: temperature 50 celsius. The product is FC1=C(C=C(C=C1)OC)C1=NC(=C(C(=N1)O)[N+](=O)[O-])O (2-(2-Fluoro-5-methoxyphenyl)-5 -nitro-4,6-dihydroxy-pyrimidine). Reaction SMILES: [F:1][C:2]1[CH:7]=[CH:6][C:5]([O:8][CH3:9])=[CH:4][C:3]=1[C:10]1[N:15]=[C:14]([OH:16])[CH:13]=[C:12]([OH:17])[N:11]=1.[N+:18]([O-])([OH:20])=[O:19]>C(O)(=O)C.O>[F:1][C:2]1[CH:7]=[CH:6][C:5]([O:8][CH3:9])=[CH:4][C:3]=1[C:10]1[N:11]=[C:12]([OH:17])[C:13]([N+:18]([O-:20])=[O:19])=[C:14]([OH:16])[N:15]=1. Reported procedure: To a suspension of 2-(2-Fluoro-5-methoxyphenyl)-4,6-dihydroxypyrimidine (12 g) in 35 mL of acetic acid is added 12 mL of 90% nitric acid and the mixture is heated at 50° C. for 45 min. The reaction mixture is diluted with 150 mL of water and the product is collected, washed with water and ethanol and oven dried to afford 2-(2-Fluoro-5-methoxyphenyl)-5 -nitro-4,6-dihydroxy-pyrimidine as a pink solid. Starting materials: C1(CCCC2=CC=CC=C12)C=1C=C(C=CC1)C(C)=O (1-[3-(1,2,3,4-tetrahydronaphthalen-1-yl)-phenyl]-ethanone), C(C(=O)OCC)(=O)OCC (diethyl oxalate), [O-]CC.[Na+] (sodium ethoxide). The product is O=C(C(=O)O)CC(C1=CC(=CC=C1)C1CCCC2=CC=CC=C12)=O (2,4-dioxo-4-[3-(1,2,3,4-tetrahydronaphthalen-1-yl)-phenyl]butyric acid). As a reaction SMILES: [CH:1]1([C:11]2[CH:12]=[C:13]([C:17](=[O:19])[CH3:18])[CH:14]=[CH:15][CH:16]=2)[C:10]2[C:5](=[CH:6][CH:7]=[CH:8][CH:9]=2)[CH2:4][CH2:3][CH2:2]1.[C:20](OCC)(=[O:26])[C:21]([O:23]CC)=[O:22].[O-]CC.[Na+]>>[O:26]=[C:20]([CH2:18][C:17](=[O:19])[C:13]1[CH:14]=[CH:15][CH:16]=[C:11]([CH:1]2[C:10]3[C:5](=[CH:6][CH:7]=[CH:8][CH:9]=3)[CH2:4][CH2:3][CH2:2]2)[CH:12]=1)[C:21]([OH:23])=[O:22] |f:2.3|. Reported procedure: Isomer B: As described above, 0.048 g (0.19 mmol) of 1-[3-(1,2,3,4-tetrahydronaphthalen-1-yl)-phenyl]-ethanone (isomer B), 0.056 g (0.38 mmol) diethyl oxalate, and 0.026 g (0.38 mmol) sodium ethoxide were reacted to give the title compound which was used without further purification. Reactants: N[C@H]([C@@H](C(=O)NC1CC1)O)CCC ((2S,3S)-3-amino-N-cyclopropyl-2-hydroxyhexanamide), ClC1=C(C=CC(=C1)F)S(=O)(=O)[C@@H]1C[C@H](N(C1)C(=O)C1(CC1)C1=CC=C(C=C1)Cl)C(=O)O ((2S,4R)-4-(2-Chloro-4-fluoro-benzenesulfonyl)-1-[1-(4-chloro-phenyl)-cyclopropanecarbonyl]-pyrrolidine-2-carboxylic acid). The product is ClC1=C(C=CC(=C1)F)S(=O)(=O)[C@@H]1C[C@H](N(C1)C(=O)C1(CC1)C1=CC=C(C=C1)Cl)C(=O)N[C@H](C(C(=O)NC1CC1)=O)CCC ((2S,4R)-4-(2-chloro-4-fluorophenylsulfonyl)-1-(1-(4-chlorophenyl)cyclopropanecarbonyl)-N—((S)-1-(cyclopropylamino)-1,2-dioxohexan-3-yl)pyrrolidine-2-carboxamide). As a reaction SMILES: [NH2:1][C@@H:2]([CH2:11][CH2:12][CH3:13])[C@H:3]([OH:10])[C:4]([NH:6][CH:7]1[CH2:9][CH2:8]1)=[O:5].[Cl:14][C:15]1[CH:20]=[C:19]([F:21])[CH:18]=[CH:17][C:16]=1[S:22]([C@H:25]1[CH2:29][N:28]([C:30]([C:32]2([C:35]3[CH:40]=[CH:39][C:38]([Cl:41])=[CH:37][CH:36]=3)[CH2:34][CH2:33]2)=[O:31])[C@H:27]([C:42](O)=[O:43])[CH2:26]1)(=[O:24])=[O:23]>>[Cl:14][C:15]1[CH:20]=[C:19]([F:21])[CH:18]=[CH:17][C:16]=1[S:22]([C@H:25]1[CH2:29][N:28]([C:30]([C:32]2([C:35]3[CH:36]=[CH:37][C:38]([Cl:41])=[CH:39][CH:40]=3)[CH2:34][CH2:33]2)=[O:31])[C@H:27]([C:42]([NH:1][C@@H:2]([CH2:11][CH2:12][CH3:13])[C:3](=[O:10])[C:4]([NH:6][CH:7]2[CH2:8][CH2:9]2)=[O:5])=[O:43])[CH2:26]1)(=[O:24])=[O:23]. Procedure: The title compound was prepared in analogy to Example 1, using (2S,3S)-3-amino-N-cyclopropyl-2-hydroxyhexanamide and (2S,4R)-4-(2-Chloro-4-fluoro-benzenesulfonyl)-1-[1-(4-chloro-phenyl)-cyclopropanecarbonyl]-pyrrolidine-2-carboxylic acid in step 1. MS (m/e)=652.14 [M+H+]. The reactants are CO, COC(=O)OC, [H-], [Na+], O=C1CCCCc2sccc21. Yields the product COC(=O)C1CCCc2sccc2C1=O. RXN SMILES: [CH3:14][OH:15].[CH3:16][O:17][C:18]([O:19][CH3:21])=[O:20].[H-:12].[Na+:13].[s:1]1[c:2]2[c:3]([cH:4][cH:5]1)[C:6](=[O:11])[CH2:7][CH2:8][CH2:9][CH2:10]2>>[s:1]1[c:2]2[c:3]([cH:4][cH:5]1)[C:6](=[O:11])[CH:7]([C:18]([O:17][CH3:16])=[O:19])[CH2:8][CH2:9][CH2:10]2. Reactants: Cc1cc(CC(OC(=O)N2CCC(c3cc4ccccc4[nH]c3=O)CC2)C(=O)O)cc(C)c1O, C1CN(C2CCOCC2)CCN1. Product: Cc1cc(CC(OC(=O)N2CCC(c3cc4ccccc4[nH]c3=O)CC2)C(=O)N2CCN(C3CCOCC3)CC2)cc(C)c1O. Reaction SMILES: [O:1]=[c:2]1[nH:3][c:4]2[cH:5][cH:6][cH:7][cH:8][c:9]2[cH:10][c:11]1[CH:12]1[CH2:13][CH2:14][N:15]([C:18](=[O:19])[O:20][CH:21]([CH2:22][c:23]2[cH:24][c:25]([CH3:31])[c:26]([OH:30])[c:27]([CH3:29])[cH:28]2)[C:32](=[O:33])[OH:34])[CH2:16][CH2:17]1.[O:35]1[CH2:36][CH2:37][CH:38]([N:41]2[CH2:42][CH2:43][NH:44][CH2:45][CH2:46]2)[CH2:39][CH2:40]1>>[O:1]=[c:2]1[nH:3][c:4]2[cH:5][cH:6][cH:7][cH:8][c:9]2[cH:10][c:11]1[CH:12]1[CH2:13][CH2:14][N:15]([C:18](=[O:19])[O:20][CH:21]([CH2:22][c:23]2[cH:24][c:25]([CH3:31])[c:26]([OH:30])[c:27]([CH3:29])[cH:28]2)[C:32](=[O:34])[N:44]2[CH2:43][CH2:42][N:41]([CH:38]3[CH2:37][CH2:36][O:35][CH2:40][CH2:39]3)[CH2:46][CH2:45]2)[CH2:16][CH2:17]1. Reactants: O=C([O-])[O-], CS(=O)(=O)OC1CN(C(c2ccc(Cl)cc2)c2ccc(Cl)cc2)C1, CN(C)C=O, [Cs+], [Cs+], NC1=NS(=O)(=O)c2ccccc21. The product is O=S1(=O)N=C(NC2CN(C(c3ccc(Cl)cc3)c3ccc(Cl)cc3)C2)c2ccccc21. As a reaction SMILES: [C:13](=[O:14])([O-:15])[O-:16].[CH3:19][S:20]([O:21][CH:24]1[CH2:25][N:26]([CH:28]([c:29]2[cH:30][cH:31][c:32]([Cl:35])[cH:33][cH:34]2)[c:36]2[cH:37][cH:38][c:39]([Cl:42])[cH:40][cH:41]2)[CH2:27]1)(=[O:22])=[O:23].[CH3:43][N:44]([CH3:45])[CH:46]=[O:47].[Cs+:17].[Cs+:18].[S:1]1(=[O:11])(=[O:12])[N:2]=[C:3]([NH2:10])[c:4]2[c:5]1[cH:6][cH:7][cH:8][cH:9]2>>[S:1]1(=[O:11])(=[O:12])[N:2]=[C:3]([NH:10][CH:24]2[CH2:25][N:26]([CH:28]([c:29]3[cH:30][cH:31][c:32]([Cl:35])[cH:33][cH:34]3)[c:36]3[cH:37][cH:38][c:39]([Cl:42])[cH:40][cH:41]3)[CH2:27]2)[c:4]2[c:5]1[cH:6][cH:7][cH:8][cH:9]2. Reactants: aminopropyl NH2, C(=O)(OC(C)(C)C)N1CC(CCC1)CNC=1C=NC=CC1 (N-(1-Boc-Piperidin-3-ylmethyl)-N-(pyridin-3-yl)amine), piperidinomethyl polystyrene resin, O1C(=CC=C1)C(=O)Cl (2-furoyl chloride). Run in C(Cl)Cl (CH2Cl2). Reaction conditions: time 8 hour. Product: C(=O)(OC(C)(C)C)N1CC(CCC1)CN(C(=O)C=1OC=CC1)C=1C=NC=CC1 (Furan-2-carboxylic Acid N-(1-Boc-Piperidin-3-ylmethyl)-N-(pyridin-3-yl)amide). The yield is 61.0%. As a reaction SMILES: [C:1]([N:8]1[CH2:13][CH2:12][CH2:11][CH:10]([CH2:14][NH:15][C:16]2[CH:17]=[N:18][CH:19]=[CH:20][CH:21]=2)[CH2:9]1)([O:3][C:4]([CH3:7])([CH3:6])[CH3:5])=[O:2].[O:22]1[CH:26]=[CH:25][CH:24]=[C:23]1[C:27](Cl)=[O:28]>C(Cl)Cl>[C:1]([N:8]1[CH2:13][CH2:12][CH2:11][CH:10]([CH2:14][N:15]([C:16]2[CH:17]=[N:18][CH:19]=[CH:20][CH:21]=2)[C:27]([C:23]2[O:22][CH:26]=[CH:25][CH:24]=2)=[O:28])[CH2:9]1)([O:3][C:4]([CH3:6])([CH3:7])[CH3:5])=[O:2]. Procedure: To a solution of N-(1-Boc-piperidin-3-ylmethyl)-N-(pyridin-3-yl)amine 17 (99 mg, 0.34 mmol) and piperidinomethyl polystyrene resin (100 mg) in 1 mL of dry CH2Cl2 was added 2-furoyl chloride (95%, 56.0 mg, 1.2 eq.) at room temperature. After being shaken at room temperature overnight, the reaction mixture was passed through an aminopropyl NH2 cartridge and washed with CH2Cl2. Removal of CH2Cl2 afforded furan-2-carboxylic acid N-(1-Boc-piperidin-3-ylmethyl)-N-(pyridin-3-yl)amide 20 (80 mg, 61%). L...